From a dataset of the Open Reaction Database (ORD), a public repository of structured organic reaction records. describe an organic reaction: reactants, conditions, products, and yield Reactants: COC=1C=C2C(=C(/C(/C2=CC1)=C/C1=CC=CC=C1)C)CC(=O)O ((Z)-5-methoxy-2-methyl-1-benzylidene-3-indenylacetic acid), C(C(=O)Cl)(=O)Cl (oxalylchloride). Solvent: C1CCOC1 (THF). Yields the product COC=1C=C2C(=C(/C(/C2=CC1)=C/C1=CC=CC=C1)C)CC(=O)Cl ((Z)-5-Methoxy-2-methyl-1-benzylidene-3-indenylacetyl chloride). Reaction SMILES: [CH3:1][O:2][C:3]1[CH:4]=[C:5]2[C:9](=[CH:10][CH:11]=1)/[C:8](=[CH:12]\[C:13]1[CH:18]=[CH:17][CH:16]=[CH:15][CH:14]=1)/[C:7]([CH3:19])=[C:6]2[CH2:20][C:21]([OH:23])=O.C(Cl)(=O)C([Cl:27])=O>C1COCC1>[CH3:1][O:2][C:3]1[CH:4]=[C:5]2[C:9](=[CH:10][CH:11]=1)/[C:8](=[CH:12]\[C:13]1[CH:18]=[CH:17][CH:16]=[CH:15][CH:14]=1)/[C:7]([CH3:19])=[C:6]2[CH2:20][C:21]([Cl:27])=[O:23]. Reported procedure: (Z)-5-methoxy-2-methyl-1-benzylidene-3-indenylacetic acid (70 mmol) in THF (500 ml) is allowed to react with oxalylchloride (2 M in CH2Cl2 ; 70 mmol) under reflux conditions (24 hours). The solvent is evaporated to yield the title compound, which is used as such in the next step. The reactants are CCO, NCCN1CCCC1, O, Cc1ccc(S(=O)(=O)OCCOC2CCC3(C)C(CCC4C3CCC3(C)C(c5ccoc5)CCC43O)C2)cc1. Yields the product CC12CCC(OCCNCCN3CCCC3)CC1CCC1C2CCC2(C)C(c3ccoc3)CCC12O. As a reaction SMILES: [CH3:49][CH2:50][OH:51].[NH2:40][CH2:41][CH2:42][N:43]1[CH2:44][CH2:45][CH2:46][CH2:47]1.[OH2:48].[S:1]([O:2][CH2:12][CH2:13][O:14][CH:15]1[CH2:16][CH:17]2[CH2:18][CH2:19][CH:20]3[C:21]4([OH:39])[CH2:22][CH2:23][CH:24]([c:34]5[cH:35][o:36][cH:37][cH:38]5)[C:25]4([CH3:26])[CH2:27][CH2:28][CH:29]3[C:30]2([CH3:33])[CH2:31][CH2:32]1)([c:3]1[cH:4][cH:5][c:6]([CH3:7])[cH:8][cH:9]1)(=[O:10])=[O:11]>>[CH2:12]([CH2:13][O:14][CH:15]1[CH2:16][CH:17]2[CH2:18][CH2:19][CH:20]3[C:21]4([OH:39])[CH2:22][CH2:23][CH:24]([c:34]5[cH:35][o:36][cH:37][cH:38]5)[C:25]4([CH3:26])[CH2:27][CH2:28][CH:29]3[C:30]2([CH3:33])[CH2:31][CH2:32]1)[NH:40][CH2:41][CH2:42][N:43]1[CH2:44][CH2:45][CH2:46][CH2:47]1.